This data is from the Open Reaction Database (ORD), a public repository of structured organic reaction records. The task is: describe an organic reaction: reactants, conditions, products, and yield Reactants: O1CCC(CC1)N (tetrahydropyran-4-ylamine), C1(=CC=CC=C1)S(=O)(=O)N1C=C(C=2C1=NC=CC2)C2=NC(=NC=C2)Cl (1-benzenesulfonyl-3-(2-chloro-pyrimidin-4-yl)-1H-pyrrolo[2,3-b]pyridine). The product is O1CCC(CC1)NC1=NC=CC(=N1)C1=CNC2=NC=CC=C21 ((Tetrahydropyran-4-yl)-[4-(1H-pyrrolo[2,3-b]pyridin-3-yl)-pyrimidin-2-yl]-amine). Isolated yield 83.7%. RXN SMILES: [O:1]1[CH2:6][CH2:5][CH:4]([NH2:7])[CH2:3][CH2:2]1.C1(S([N:17]2[C:21]3=[N:22][CH:23]=[CH:24][CH:25]=[C:20]3[C:19]([C:26]3[CH:31]=[CH:30][N:29]=[C:28](Cl)[N:27]=3)=[CH:18]2)(=O)=O)C=CC=CC=1>>[O:1]1[CH2:6][CH2:5][CH:4]([NH:7][C:28]2[N:27]=[C:26]([C:19]3[C:20]4[C:21](=[N:22][CH:23]=[CH:24][CH:25]=4)[NH:17][CH:18]=3)[CH:31]=[CH:30][N:29]=2)[CH2:3][CH2:2]1. Procedure: Using the procedure of example 1, tetrahydropyran-4-ylamine (0.8 g) was reacted with compound 1f (1.8 g) to provide compound 60 (1.2 g, 42%). 1H NMR (400 MHz, DMSO) δ 12.20 (s, 1H), 8.95 (s, 1H), 8.39 (s, 1H), 8.30 (d, 1H), 8.15 (d, 1H), 7.20 (m, 1 H), 7.06 (d, 1H), 7.04 (d, 1H), 4.00 (m, 1H), 3.90 (m, 2H), 3.45 (m, 2H), 1.90 (m, 2 H), 1.55 (m, 2H). Starting materials: CO, CCOCCSc1ccc(N)c([N+](=O)[O-])c1, [Na+], [Na+], [Na+], [Na+], O=C([O-])[O-], O, O=S([O-])S(=O)[O-]. Yields the product CCOCCSc1ccc(N)c(N)c1. RXN SMILES: [CH3:17][OH:18].[NH2:1][c:2]1[c:3]([N+:14]([O-:15])=[O:16])[cH:4][c:5]([S:8][CH2:9][CH2:10][O:11][CH2:12][CH3:13])[cH:6][cH:7]1.[Na+:25].[Na+:26].[Na+:27].[Na+:28].[O-:29][C:30](=[O:31])[O-:32].[OH2:33].[S:19]([S:20]([O-:21])=[O:22])([O-:23])=[O:24]>>[NH2:1][c:2]1[c:3]([NH2:14])[cH:4][c:5]([S:8][CH2:9][CH2:10][O:11][CH2:12][CH3:13])[cH:6][cH:7]1. Reactants: BrCCCBr, CC(C)O, CS(C)=O, N#CCc1ccc(Cl)c(Cl)c1, [H-], [Na+], O. Product: N#CC1(c2ccc(Cl)c(Cl)c2)CCC1. Reaction SMILES: [Br:12][CH2:13][CH2:14][CH2:15][Br:16].[CH3:19][CH:20]([OH:21])[CH3:22].[CH3:23][S:24](=[O:25])[CH3:26].[Cl:1][c:2]1[cH:3][c:4]([CH2:5][C:6]#[N:7])[cH:8][cH:9][c:10]1[Cl:11].[H-:17].[Na+:18].[OH2:27]>>[Cl:1][c:2]1[cH:3][c:4]([C:5]2([C:6]#[N:7])[CH2:13][CH2:14][CH2:15]2)[cH:8][cH:9][c:10]1[Cl:11]. Run in O1CCCC1 (tetrahydrofuran). The product is C(#N)C1=CC=C(C=C1)CCCO (3-(4-cyanophenyl)propanol). Starting materials: B.C(#N)C1=CC=C(C=C1)CCCO.O1CCCC1 (3-(4-Cyanophenyl)propanol Borane tetrahydrofuran), C(#N)C1=CC=C(C=C1)CCC(=O)O (3-(4-cyanophenyl)propionic acid), O (Water), C([O-])([O-])=O.[K+].[K+] (potassium carbonate). Conditions: time 14 hour. Procedure: Synthesis of 3-(4-Cyanophenyl)propanol Borane-tetrahydrofuran complex (1.0 M in tetrahydrofuran, 33.0 ml, 33.0 mmol) was added dropwise to a stirred solution of 3-(4-cyanophenyl)propionic acid (4.40 g, 25.1 mmol) in tetrahydrofuran (50 ml) at O{umlaut over (uA)} and the stirring was continued at room temperature for 14 hours. Water (50 ml) and potassium carbonate (10.0 g, 72.4 mmol) was added to the mixture. The mixture was extracted with ethyl acetate and the extract was washed with brine, drie... As a reaction SMILES: B.[C:2]([C:4]1[CH:9]=[CH:8][C:7]([CH2:10][CH2:11][CH2:12][OH:13])=[CH:6][CH:5]=1)#[N:3].O1CCCC1.C(C1C=CC(CCC(O)=O)=CC=1)#N.O.C(=O)([O-])[O-].[K+].[K+]>O1CCCC1>[C:2]([C:4]1[CH:9]=[CH:8][C:7]([CH2:10][CH2:11][CH2:12][OH:13])=[CH:6][CH:5]=1)#[N:3] |f:0.1.2,5.6.7|. Isolated yield 60.2%.